From a dataset of the Open Reaction Database (ORD), a public repository of structured organic reaction records. describe an organic reaction: reactants, conditions, products, and yield Reactants: O=[Ag], O=C(Cc1ccc(F)cc1)N1CC(O)CN1C(=O)OCc1ccccc1, CI, CN(C)C=O. Yields the product COC1CN(C(=O)Cc2ccc(F)cc2)N(C(=O)OCc2ccccc2)C1. As a reaction SMILES: [Ag:34]=[O:35].[CH2:1]([c:2]1[cH:3][cH:4][cH:5][cH:6][cH:7]1)[O:8][C:9](=[O:10])[N:11]1[N:12]([C:17]([CH2:18][c:19]2[cH:20][cH:21][c:22]([F:25])[cH:23][cH:24]2)=[O:26])[CH2:13][CH:14]([OH:16])[CH2:15]1.[CH3:27][I:28].[CH3:29][N:30]([CH3:31])[CH:32]=[O:33]>>[CH2:1]([c:2]1[cH:3][cH:4][cH:5][cH:6][cH:7]1)[O:8][C:9](=[O:10])[N:11]1[N:12]([C:17]([CH2:18][c:19]2[cH:20][cH:21][c:22]([F:25])[cH:23][cH:24]2)=[O:26])[CH2:13][CH:14]([O:16][CH3:27])[CH2:15]1. Starting materials: O (water), C(C1=CC=CC=C1)(=O)NC(OC1=CC=CC=C1)=N (N-benzoyl-O-phenylisourea), [OH-].[Na+] (sodium hydroxide), C(C)(C)(C)OCl (t-butylhypochlorite). Solvent: C(C)O (ethanol). Conditions: temperature 20 celsius, time 1 hour. Product: O(C1=CC=CC=C1)C1=NOC(=N1)C1=CC=CC=C1 (3-phenoxy-5-phenyl-1,2,4-oxadiazole). Yield: 50.4%. RXN SMILES: [C:1]([NH:9][C:10](=[NH:18])[O:11][C:12]1[CH:17]=[CH:16][CH:15]=[CH:14][CH:13]=1)(=[O:8])[C:2]1[CH:7]=[CH:6][CH:5]=[CH:4][CH:3]=1.C(OCl)(C)(C)C.[OH-].[Na+].O>C(O)C>[O:11]([C:10]1[N:9]=[C:1]([C:2]2[CH:3]=[CH:4][CH:5]=[CH:6][CH:7]=2)[O:8][N:18]=1)[C:12]1[CH:13]=[CH:14][CH:15]=[CH:16][CH:17]=1 |f:2.3|. Procedure: N-benzoyl-O-phenylisourea (0.8 g) was dissolved in ethanol (40 ml), and t-butylhypochlorite (0.36 g) was added at 0° to 5° C. After one hour, 2 molar aqueous sodium hydroxide (2 ml) was added and the mixture was stirred for 2 hours at ambient temperature (20° C.). The reaction mixture was poured into an equal volume of water and extracted with dichloromethane (100 ml). The separated organic layer was evaporated under reduced pressure and the residue was purified by chromatography over silica gel...